This data is from the Open Reaction Database (ORD), a public repository of structured organic reaction records. The task is: describe an organic reaction: reactants, conditions, products, and yield Starting materials: FC1=C(N)C(=CC(=C1)C)I (2-Fluoro-6-iodo-4-methylaniline), ClC(Cl)(OC(OC(Cl)(Cl)Cl)=O)Cl (triphosgene). The solvent is O1CCOCC1 (dioxan). Product: FC1=C(C(=CC(=C1)C)I)N=C=O (1-Fluoro-3-iodo-2-isocyanato-5-methylbenzene). As a reaction SMILES: [F:1][C:2]1[CH:8]=[C:7]([CH3:9])[CH:6]=[C:5]([I:10])[C:3]=1[NH2:4].Cl[C:12](Cl)([O:14]C(=O)OC(Cl)(Cl)Cl)Cl>O1CCOCC1>[F:1][C:2]1[CH:8]=[C:7]([CH3:9])[CH:6]=[C:5]([I:10])[C:3]=1[N:4]=[C:12]=[O:14]. Procedure details: A mixture of 2-fluoro-6-iodo-4-methylaniline (D1) (370 mg, 1.5 mmol), triphosgene (150 mg, 0.05 mmol), and dioxan (3 ml) was heated at reflux for 1 h 15 min then cooled and evaporated to give the crude title compound. Reactants: COC1=NC=2CCCCC2C=C1NC([O-])=S ((2-methoxy-5,6,7,8-tetrahydroquinolin-3-yl)thiocarbamate), COC=1C=C(C=C(C1)OC)N1CCNCC1 (1-(3,5-dimethoxyphenyl)piperazine). Yields the product COC1=NC=2CCCCC2C=C1NC(=S)N1CCN(CC1)C1=CC(=CC(=C1)OC)OC (1-[(2-Methoxy-5,6,7,8-tetrahydroquinolin-3-yl)aminothiocarbonyl]-4-(3,5-dimethoxyphenyl)piperazine). The yield is 56.0%. RXN SMILES: [CH3:1][O:2][C:3]1[C:12]([NH:13][C:14](=[S:16])[O-])=[CH:11][C:10]2[CH2:9][CH2:8][CH2:7][CH2:6][C:5]=2[N:4]=1.[CH3:17][O:18][C:19]1[CH:20]=[C:21]([N:27]2[CH2:32][CH2:31][NH:30][CH2:29][CH2:28]2)[CH:22]=[C:23]([O:25][CH3:26])[CH:24]=1>>[CH3:1][O:2][C:3]1[C:12]([NH:13][C:14]([N:30]2[CH2:29][CH2:28][N:27]([C:21]3[CH:20]=[C:19]([O:18][CH3:17])[CH:24]=[C:23]([O:25][CH3:26])[CH:22]=3)[CH2:32][CH2:31]2)=[S:16])=[CH:11][C:10]2[CH2:9][CH2:8][CH2:7][CH2:6][C:5]=2[N:4]=1. Procedure details: Phenyl N-[(2-methoxy-5,6,7,8-tetrahydroquinolin-3-yl)thiocarbamate and 1-(3,5-dimethoxyphenyl)piperazine were reacted by the same way with the example 22 to obtain the titled compound. The reactants are CC(=O)OCCc1cc2c(cc1[N+](=O)[O-])OCO2, CCOC(C)=O. Yields the product CC(=O)OCCc1cc2c(cc1N)OCO2. As a reaction SMILES: [C:1]([CH3:2])(=[O:3])[O:4][CH2:5][CH2:6][c:7]1[cH:8][c:9]2[c:10]([cH:11][c:12]1[N+:13]([O-:14])=[O:15])[O:16][CH2:17][O:18]2.[CH3:19][CH2:20][O:21][C:22](=[O:23])[CH3:24]>>[C:1]([CH3:2])(=[O:3])[O:4][CH2:5][CH2:6][c:7]1[cH:8][c:9]2[c:10]([cH:11][c:12]1[NH2:13])[O:16][CH2:17][O:18]2. Reactants: CC#N, O=C(C1CC1)N1CCNCC1, CCN(C(C)C)C(C)C, ClCCl, COC(=O)CCC(C(N)=O)N1Cc2c(OCc3ccc(CCl)cc3)cccc2C1=O. Product: COC(=O)CCC(C(N)=O)N1Cc2c(OCc3ccc(CN4CCN(C(=O)C5CC5)CC4)cc3)cccc2C1=O. Reaction SMILES: [CH3:54][C:55]#[N:56].[CH:31]1([C:34](=[O:35])[N:36]2[CH2:37][CH2:38][NH:39][CH2:40][CH2:41]2)[CH2:32][CH2:33]1.[CH:42]([N:43]([CH2:44][CH3:45])[CH:46]([CH3:47])[CH3:48])([CH3:49])[CH3:50].[Cl:51][CH2:52][Cl:53].[NH2:1][C:2]([CH:3]([CH2:4][CH2:5][C:6](=[O:7])[O:8][CH3:9])[N:10]1[C:11](=[O:29])[c:12]2[cH:13][cH:14][cH:15][c:16]([O:19][CH2:20][c:21]3[cH:22][cH:23][c:24]([CH2:27][Cl:28])[cH:25][cH:26]3)[c:17]2[CH2:18]1)=[O:30]>>[NH2:1][C:2]([CH:3]([CH2:4][CH2:5][C:6](=[O:7])[O:8][CH3:9])[N:10]1[C:11](=[O:29])[c:12]2[cH:13][cH:14][cH:15][c:16]([O:19][CH2:20][c:21]3[cH:22][cH:23][c:24]([CH2:27][N:39]4[CH2:38][CH2:37][N:36]([C:34]([CH:31]5[CH2:32][CH2:33]5)=[O:35])[CH2:41][CH2:40]4)[cH:25][cH:26]3)[c:17]2[CH2:18]1)=[O:30]. Reactants: NN1C(NN=C(C1=O)C)=S (4-amino-2,3-dihydro-6-methyl-3-thiono-as-triazin-5(4H)-one), C[O-].[Na+] (sodium methoxide), C(C1=CC=CC=C1)Cl (benzylchloride). Run in CO (methanol). Product: NN1C(=NN=C(C1=O)C)SCC1=CC=CC=C1 (4-amino-3-benzylthio-6-methyl-as-triazin-5(4H)-one). As a reaction SMILES: [NH2:1][N:2]1[C:7](=[O:8])[C:6]([CH3:9])=[N:5][NH:4][C:3]1=[S:10].C[O-].[Na+].[CH2:14](Cl)[C:15]1[CH:20]=[CH:19][CH:18]=[CH:17][CH:16]=1>CO>[NH2:1][N:2]1[C:7](=[O:8])[C:6]([CH3:9])=[N:5][N:4]=[C:3]1[S:10][CH2:14][C:15]1[CH:20]=[CH:19][CH:18]=[CH:17][CH:16]=1 |f:1.2|. Procedure: 6.5 Parts by weight of 4-amino-2,3-dihydro-6-methyl-3-thiono-as-triazin-5(4H)-one is added to a solution of 2.3 parts by weight of sodium methoxide in 50 parts by volume of methanol. After a few minutes 5.2 parts by weight of benzylchloride is added and the resulting mixture is stirred over night at room temperature. The solvent is removed under vacuum and the residue is washed with water to give 4.5 parts of 4-amino-3-benzylthio-6-methyl-as-triazin-5(4H)-one. Procedure: By substituting N,S-diacetyl-penicillamine for the N,S-diacetyl-D,L-cysteine in the procedure of Example 53, N-acetyl-3-acetylthiovalyl-L-proline t-butyl ester is obtained. Reactants: C(C)(=O)N[C@@H](C(C)(C)SC(C)=O)C(=O)O (N,S-diacetyl-penicillamine), C(C)(=O)NC(CSC(C)=O)C(=O)O (N,S-diacetyl-D,L-cysteine). Yields the product C(C)(C)(C)OC([C@H]1N(CCC1)C([C@@H](NC(C)=O)C(C)(C)SC(C)=O)=O)=O (N-acetyl-3-acetylthiovalyl-L-proline t-butyl ester). Reaction SMILES: [C:1]([NH:4][C@H:5]([C:13]([OH:15])=O)[C:6]([S:9][C:10](=[O:12])[CH3:11])([CH3:8])[CH3:7])(=[O:3])[CH3:2].[C:16]([NH:19][CH:20]([C:26]([OH:28])=[O:27])[CH2:21]SC(=O)C)(=O)[CH3:17]>>[C:6]([O:28][C:26](=[O:27])[C@@H:20]1[CH2:21][CH2:17][CH2:16][N:19]1[C:13](=[O:15])[C@H:5]([C:6]([S:9][C:10](=[O:12])[CH3:11])([CH3:7])[CH3:8])[NH:4][C:1](=[O:3])[CH3:2])([CH3:8])([CH3:7])[CH3:5]. Starting materials: C(C)(=O)NC1CC(CC1)C1=CC(=C(C=C1F)C(C(C(=O)OCC)=COCC)=O)F (4-[3-(acetylamino)cyclopentyl]-α-(ethoxymethylene)-2,5-difluoro-β-oxobenzenepropanoic acid, ethyl ester), C1(CC1)N (cyclopropylamine). The yield is 76.6%. RXN SMILES: [C:1]([NH:4][CH:5]1[CH2:9][CH2:8][CH:7]([C:10]2[C:15]([F:16])=[CH:14][C:13]([C:17](=[O:28])[C:18](=[CH:24]OCC)[C:19]([O:21][CH2:22][CH3:23])=[O:20])=[C:12]([F:29])[CH:11]=2)[CH2:6]1)(=[O:3])[CH3:2].[CH:30]1([NH2:33])[CH2:32][CH2:31]1>C(O)C>[C:1]([NH:4][CH:5]1[CH2:9][CH2:8][CH:7]([C:10]2[C:15]([F:16])=[CH:14][C:13]([C:17](=[O:28])[C:18](=[CH:24][NH:33][CH:30]3[CH2:32][CH2:31]3)[C:19]([O:21][CH2:22][CH3:23])=[O:20])=[C:12]([F:29])[CH:11]=2)[CH2:6]1)(=[O:3])[CH3:2]. Procedure details: A solution of 20.5 g (50 mmol) of 4-[3-(acetylamino)cyclopentyl]-α-(ethoxymethylene)-2,5-difluoro-β-oxobenzenepropanoic acid, ethyl ester, in 100 ml of absolute ethanol was cooled to 10° and 3.4 g (60 mmole) of cyclopropylamine was added dropwise maintaining the temperature below 15° with an ice bath. After the addition was complete, the reaction was stirred at 5°-10° for 1.5 hours and then at room temperature for 1 hour. The resulting suspension was chilled to 5° and the solid removed by filtra... Run at time 1.5 hour. The solvent is C(C)O (ethanol). The product is C(C)(=O)NC1CC(CC1)C1=CC(=C(C=C1F)C(C(C(=O)OCC)=CNC1CC1)=O)F (4-[3-(Acetylamino)cyclopentyl]-α-[(cyclopropylamino)methylene]-2,5-difluoro-β-oxobenzenepropanoic acid, ethyl ester).